Dataset: the Open Reaction Database (ORD), a public repository of structured organic reaction records. Task: describe an organic reaction: reactants, conditions, products, and yield Starting materials: suspension, C([O-])([O-])=O.[Na+].[Na+] (sodium carbonate), COC=1C=C(C=C(C1OC)OC)B(O)O (3,4,5-Trimethoxyphenylboronic acid), BrC1=C(C(=O)OCC)C=CC=C1 (ethyl 2-bromobenzoate), C1(=CC=CC=C1)C (toluene). The reagents and catalysts are [Pd].C1(=CC=CC=C1)P(C1=CC=CC=C1)C1=CC=CC=C1.C1(=CC=CC=C1)P(C1=CC=CC=C1)C1=CC=CC=C1.C1(=CC=CC=C1)P(C1=CC=CC=C1)C1=CC=CC=C1.C1(=CC=CC=C1)P(C1=CC=CC=C1)C1=CC=CC=C1 (tetrakis (triphenylphosphine) palladium(0)). The solvent is C1CCOC1 (THF), C(C)(=O)OCC (Ethyl acetate). Conditions: temperature 90 celsius, time 8 hour. The product is COC=1C=C(C=C(C1OC)OC)C1=C(C(=O)OCC)C=CC=C1 (Ethyl 2-(3,4,5-trimethoxyphenyl)benzoate). Reaction SMILES: [CH3:1][O:2][C:3]1[CH:4]=[C:5](B(O)O)[CH:6]=[C:7]([O:11][CH3:12])[C:8]=1[O:9][CH3:10].Br[C:17]1[CH:27]=[CH:26][CH:25]=[CH:24][C:18]=1[C:19]([O:21][CH2:22][CH3:23])=[O:20].C1(C)C=CC=CC=1.C(=O)([O-])[O-].[Na+].[Na+]>[Pd].C1(P(C2C=CC=CC=2)C2C=CC=CC=2)C=CC=CC=1.C1(P(C2C=CC=CC=2)C2C=CC=CC=2)C=CC=CC=1.C1(P(C2C=CC=CC=2)C2C=CC=CC=2)C=CC=CC=1.C1(P(C2C=CC=CC=2)C2C=CC=CC=2)C=CC=CC=1.C(OCC)(=O)C.C1COCC1>[CH3:1][O:2][C:3]1[CH:4]=[C:5]([C:24]2[CH:25]=[CH:26][CH:27]=[CH:17][C:18]=2[C:19]([O:21][CH2:22][CH3:23])=[O:20])[CH:6]=[C:7]([O:11][CH3:12])[C:8]=1[O:9][CH3:10] |f:3.4.5,6.7.8.9.10|. Procedure: 3,4,5-Trimethoxyphenylboronic acid (639 mg) and ethyl 2-bromobenzoate (479 mg) were suspended in a mixed solvent of toluene (20 mL) and THF (15 mL), and to the suspension 2M sodium carbonate (6 mL) and tetrakis (triphenylphosphine) palladium(0) (175 mg) were added. The mixture was stirred overnight at 90° C. under an argon atmosphere. Ethyl acetate was added to the reaction mixture to separate an organic layer. The organic layer was washed with saturated brine, dried over anhydrous sodium magnes... Procedure: 21c was prepared from 2-bromo-4-methylpyridine (9.6 g; 56 mmol) using the method described in the synthesis of 21a. Starting materials: BrC1=NC=CC(=C1)C (2-bromo-4-methylpyridine), ClC1=NC=CC(=C1)CC(=O)C1=CC=C(C=C1)F (2-(2-Chloropyridin-4-yl)-1-(4-fluorophenyl)ethanone). Yields the product BrC1=NC=CC(=C1)CC(=O)C1=CC=C(C=C1)F (2-(2-Bromopyridin-4-yl)-1-(4-fluorophenyl)ethanone). RXN SMILES: [Br:1][C:2]1[CH:7]=[C:6]([CH3:8])[CH:5]=[CH:4][N:3]=1.ClC1C=C(C[C:17]([C:19]2[CH:24]=[CH:23][C:22]([F:25])=[CH:21][CH:20]=2)=[O:18])C=CN=1>>[Br:1][C:2]1[CH:7]=[C:6]([CH2:8][C:17]([C:19]2[CH:24]=[CH:23][C:22]([F:25])=[CH:21][CH:20]=2)=[O:18])[CH:5]=[CH:4][N:3]=1.